From a dataset of the Open Reaction Database (ORD), a public repository of structured organic reaction records. describe an organic reaction: reactants, conditions, products, and yield Starting materials: COc1ccc(P2(=S)SP(=S)(c3ccc(OC)cc3)S2)cc1, Cc1ccccc1, CNc1ncc2cc(-c3c(C)ccc(C(=O)Nc4cccc(OC(C)C)c4)c3F)ccc2n1. Product: CNc1ncc2cc(-c3c(C)ccc(C(=S)Nc4cccc(OC(C)C)c4)c3F)ccc2n1. As a reaction SMILES: [CH3:1][O:2][c:3]1[cH:4][cH:5][c:6]([P:7]2(=[S:10])[S:8][P:9]([c:11]3[cH:12][cH:13][c:14]([O:15][CH3:16])[cH:17][cH:18]3)(=[S:19])[S:20]2)[cH:21][cH:22]1.[CH3:56][c:57]1[cH:58][cH:59][cH:60][cH:61][cH:62]1.[F:23][c:24]1[c:25]([C:26](=[O:27])[NH:28][c:29]2[cH:30][c:31]([O:35][CH:36]([CH3:37])[CH3:38])[cH:32][cH:33][cH:34]2)[cH:39][cH:40][c:41]([CH3:55])[c:42]1-[c:43]1[cH:44][c:45]2[cH:46][n:47][c:48]([NH:53][CH3:54])[n:49][c:50]2[cH:51][cH:52]1>>[S:10]=[C:26]([c:25]1[c:24]([F:23])[c:42](-[c:43]2[cH:44][c:45]3[cH:46][n:47][c:48]([NH:53][CH3:54])[n:49][c:50]3[cH:51][cH:52]2)[c:41]([CH3:55])[cH:40][cH:39]1)[NH:28][c:29]1[cH:30][c:31]([O:35][CH:36]([CH3:37])[CH3:38])[cH:32][cH:33][cH:34]1. As a reaction SMILES: [F:1][C:2]([F:7])([F:6])[C:3]([O-:5])=[O:4].[CH3:8][NH:9][C:10](=[O:47])[CH2:11][CH2:12][CH2:13][CH2:14][CH2:15][C@@H:16]([C:32]1[NH:33][C:34]([C:37]2[CH:46]=[CH:45][C:44]3[C:39](=[CH:40][CH:41]=[CH:42][CH:43]=3)[CH:38]=2)=[CH:35][NH+:36]=1)[NH:17][C:18](C1CCCN(C2C=CC=CN=2)C1)=[O:19].CCN(C(C)C)C(C)C.[CH2:57]([N:64]=C=O)[C:58]1[CH:63]=[CH:62][CH:61]=[CH:60][CH:59]=1>C(Cl)Cl>[F:1][C:2]([F:7])([F:6])[C:3]([O-:5])=[O:4].[CH2:57]([NH:64][C:18]([NH:17][C@H:16]([C:32]1[NH:33][C:34]([C:37]2[CH:46]=[CH:45][C:44]3[C:39](=[CH:40][CH:41]=[CH:42][CH:43]=3)[CH:38]=2)=[CH:35][NH+:36]=1)[CH2:15][CH2:14][CH2:13][CH2:12][CH2:11][C:10]([NH:9][CH3:8])=[O:47])=[O:19])[C:58]1[CH:63]=[CH:62][CH:61]=[CH:60][CH:59]=1 |f:0.1,5.6|. Reaction conditions: time 1 hour. Solvent: C(Cl)Cl (DCM). The product is FC(C(=O)[O-])(F)F.C(C1=CC=CC=C1)NC(=O)N[C@@H](CCCCCC(=O)NC)C=1NC(=C[NH+]1)C1=CC2=CC=CC=C2C=C1 (2-[(1S)-1-{[(Benzylamino)carbonyl]amino}-7-(methylamino)-7-oxoheptyl]-5-(2-naphthyl)-1H-imidazol-3-ium trifluoroacetate). Procedure: The amine from Example 327, BB2 (1 eq.) was dissolved in DCM, then DIPEA (1 eq.) and benzyl isocyanate were added. After stirring for 1 hr at RT the solvent were removed under reduced pressure and the crude was purified by preparative RP-HPLC, using H2O (0.1% TFA) and MeCN (+0.1% TFA) as eluents (column: C18). The desired fractions were lyophilized to afford the titled compound as a white solid. 1H NMR (400 MHz, DMSO-d6) δ: 8.36 (1H, s), 8.16 (1H, s), 8.07 (1H, d, J=8.6 Hz), 8.02-7.93 (2H, m), 7... Reactants: CCN(C(C)C)C(C)C (DIPEA), C(C1=CC=CC=C1)N=C=O (benzyl isocyanate), FC(C(=O)[O-])(F)F.CNC(CCCCC[C@H](NC(=O)C1CN(CCC1)C1=NC=CC=C1)C=1NC(=C[NH+]1)C1=CC2=CC=CC=C2C=C1)=O (2-((1S)-7-(Methylamino)-7-oxo-1-{[(1-pyridin-2-ylpiperidin-3-yl)carbonyl]amino}heptyl)-5-(2-naphthyl)-1H-imidazol-3-ium trifluoroacetate).